This data is from the Open Reaction Database (ORD), a public repository of structured organic reaction records. The task is: describe an organic reaction: reactants, conditions, products, and yield Starting materials: [Ba+2], COC(=O)CCc1ccc(C(O)CCCCCN)cc1, O=C=O, [OH-], [OH-]. Product: NCCCCCC(O)c1ccc(CCC(=O)O)cc1. As a reaction SMILES: [Ba+2:2].[NH2:4][CH2:5][CH2:6][CH2:7][CH2:8][CH2:9][CH:10]([OH:11])[c:12]1[cH:13][cH:14][c:15]([CH2:18][CH2:19][C:20](=[O:21])[O:22][CH3:23])[cH:16][cH:17]1.[O:24]=[C:25]=[O:26].[OH-:1].[OH-:3]>>[NH2:4][CH2:5][CH2:6][CH2:7][CH2:8][CH2:9][CH:10]([OH:11])[c:12]1[cH:13][cH:14][c:15]([CH2:18][CH2:19][C:20](=[O:21])[OH:22])[cH:16][cH:17]1. Starting materials: CN(C)c1ccc(Br)cn1, CN(C)C=O, CN(C)CCN(C)C, CCOCC. Yields the product CN(C)c1ccc(C=O)cn1. Reaction SMILES: [Br:9][c:10]1[cH:11][cH:12][c:13]([N:16]([CH3:17])[CH3:18])[n:14][cH:15]1.[CH3:19][N:20]([CH:21]=[O:22])[CH3:23].[CH3:1][N:2]([CH3:3])[CH2:4][CH2:5][N:6]([CH3:7])[CH3:8].[CH3:24][CH2:25][O:26][CH2:27][CH3:28]>>[c:10]1([CH:21]=[O:22])[cH:11][cH:12][c:13]([N:16]([CH3:17])[CH3:18])[n:14][cH:15]1. Reactants: COC(=O)C1CCC2=CC=C(C=C12)OC (6-methoxy-indane-1-carboxylic acid methyl ester), [Cl-].[Al+3].[Cl-].[Cl-] (aluminum chloride), ice, CC1=CC=C(C(=O)Cl)C=C1 (p-methylbenzoyl chloride). Run in C(Cl)Cl (methylene chloride), C(Cl)Cl (methylene chloride). The product is COC(=O)C1CCC2=CC(=C(C=C12)O)C(=O)C1=CC=C(C=C1)C (5-(p-toluoyl)-6-hydroxyindane-1-carboxylic acid methyl ester). RXN SMILES: [CH3:1][O:2][C:3]([CH:5]1[C:13]2[C:8](=[CH:9][CH:10]=[C:11]([O:14]C)[CH:12]=2)[CH2:7][CH2:6]1)=[O:4].[Cl-].[Al+3].[Cl-].[Cl-].[CH3:20][C:21]1[CH:29]=[CH:28][C:24]([C:25](Cl)=[O:26])=[CH:23][CH:22]=1>C(Cl)Cl>[CH3:1][O:2][C:3]([CH:5]1[C:13]2[C:8](=[CH:9][C:10]([C:25]([C:24]3[CH:28]=[CH:29][C:21]([CH3:20])=[CH:22][CH:23]=3)=[O:26])=[C:11]([OH:14])[CH:12]=2)[CH2:7][CH2:6]1)=[O:4] |f:1.2.3.4|. Procedure: A solution of 20.6 g of 6-methoxy-indane-1-carboxylic acid methyl ester in a little methylene chloride is first slowly added dropwise, at 0° to 10° C, to a suspension of 66.8 g of finely powdered aluminum chloride in 100 ml of methylene chloride, which is being stirred under anhydrous conditions; 46.3 g of p-methylbenzoyl chloride are then added dropwise under such conditions that the reaction mixture boils gently under reflux. After completion of the addition, the mixture is heated to the boil ... Starting materials: COc1cc2ncc(C#N)c(Nc3ccc(C=CC(=O)O)c4c3OCO4)c2cc1OC, C1COCCN1, ClCCl, CCN=C=NCCCN(C)C, CN1CCOCC1, Cl, CN(C)C=O, On1nnc2ccccc21. The product is COc1cc2ncc(C#N)c(Nc3ccc(C=CC(=O)N4CCOCC4)c4c3OCO4)c2cc1OC. RXN SMILES: [C:13](#[N:14])[c:15]1[cH:16][n:17][c:18]2[cH:19][c:20]([O:42][CH3:43])[c:21]([O:40][CH3:41])[cH:22][c:23]2[c:24]1[NH:25][c:26]1[c:27]2[c:28]([c:29]([CH:32]=[CH:33][C:34](=[O:35])[OH:36])[cH:30][cH:31]1)[O:37][CH2:38][O:39]2.[CH2:44]1[CH2:45][O:46][CH2:47][CH2:48][NH:49]1.[CH2:67]([Cl:68])[Cl:69].[CH3:2][N:3]([CH3:4])[CH2:5][CH2:6][CH2:7][N:8]=[C:9]=[N:10][CH2:11][CH3:12].[CH3:50][N:51]1[CH2:52][CH2:53][O:54][CH2:55][CH2:56]1.[ClH:1].[O:70]=[CH:71][N:72]([CH3:73])[CH3:74].[OH:57][n:58]1[c:59]2[cH:60][cH:61][cH:62][cH:63][c:64]2[n:65][n:66]1>>[C:13](#[N:14])[c:15]1[cH:16][n:17][c:18]2[cH:19][c:20]([O:42][CH3:43])[c:21]([O:40][CH3:41])[cH:22][c:23]2[c:24]1[NH:25][c:26]1[c:27]2[c:28]([c:29]([CH:32]=[CH:33][C:34](=[O:36])[N:49]3[CH2:44][CH2:45][O:46][CH2:47][CH2:48]3)[cH:30][cH:31]1)[O:37][CH2:38][O:39]2. Reactants: Cl.Cl.NCC1=CC=C(O1)C(=O)OC1=CC2=CC=C(C=C2C=C1)C(N)=N (6-amidino-2-naphthyl 5-aminomethylfuran-2-carboxylate dihydrochloride), [C@H]1(CC[C@@H](CC1)C(=O)O)C(=O)O (cis-1,4-cyclohexanedicarboxylic acid). The product is Cl.C(=O)(O)[C@H]1CC[C@H](CC1)C(=O)NCC1=CC=C(O1)C(=O)OC1=CC2=CC=C(C=C2C=C1)C(N)=N (6-Amidino-2-naphthyl 5-(cis-4-carboxy-1-cyclohexanoylaminomethyl)furan-2-carboxylate hydrochloride). Isolated yield 33.2%. RXN SMILES: [ClH:1].Cl.[NH2:3][CH2:4][C:5]1[O:9][C:8]([C:10]([O:12][C:13]2[CH:22]=[CH:21][C:20]3[C:15](=[CH:16][CH:17]=[C:18]([C:23](=[NH:25])[NH2:24])[CH:19]=3)[CH:14]=2)=[O:11])=[CH:7][CH:6]=1.[C@H:26]1([C:35](O)=[O:36])[CH2:31][CH2:30][C@@H:29]([C:32]([OH:34])=[O:33])[CH2:28][CH2:27]1>>[ClH:1].[C:32]([C@@H:29]1[CH2:30][CH2:31][C@H:26]([C:35]([NH:3][CH2:4][C:5]2[O:9][C:8]([C:10]([O:12][C:13]3[CH:22]=[CH:21][C:20]4[C:15](=[CH:16][CH:17]=[C:18]([C:23](=[NH:24])[NH2:25])[CH:19]=4)[CH:14]=3)=[O:11])=[CH:7][CH:6]=2)=[O:36])[CH2:27][CH2:28]1)([OH:34])=[O:33] |f:0.1.2,4.5|. Reported procedure: The same procedures as in Example 3 were followed except for using 11.5 g of 6-amidino-2-naphthyl 5-aminomethylfuran-2-carboxylate dihydrochloride and 15.5 g of cis-1,4-cyclohexanedicarboxylic acid, to obtain 5.0 g of the above-mentioned compound in crude form. The crude compound was dissolved in 100 ml of aqueous 90% methanol, 2% aqueous sodium hydrogencarbonate solution was added thereto, and the precipitated carbonate was collected by filtration and washed with water. The washed product was m...